Dataset: the Open Reaction Database (ORD), a public repository of structured organic reaction records. Task: describe an organic reaction: reactants, conditions, products, and yield The reactants are [Cl-].C(#N)C1=CC=C(C[P+](C2=CC=CC=C2)(C2=CC=CC=C2)C2=CC=CC=C2)C=C1 (4-cyanobenzyl-triphenylphosphonium chloride), [K].CC(C)([O-])C (potassium tert.butoxide), O1C(CC2=CC=CC=C12)=O (2-coumaranone). The solvent is C=1(C(=CC=CC1)C)C (xylene). Product: O1C(=CC2=C1C=CC=C2)CC2=CC=C(C#N)C=C2 (4-(benzofuran-2-yl)methyl-benzonitrile). Reaction SMILES: [O:1]1[C:9]2[C:4](=[CH:5][CH:6]=[CH:7][CH:8]=2)[CH2:3][C:2]1=O.[Cl-].[C:12]([C:14]1[CH:39]=[CH:38][C:17]([CH2:18][P+](C2C=CC=CC=2)(C2C=CC=CC=2)C2C=CC=CC=2)=[CH:16][CH:15]=1)#[N:13].[K].CC(C)([O-])C>C1(C)C(C)=CC=CC=1>[O:1]1[C:9]2[CH:8]=[CH:7][CH:6]=[CH:5][C:4]=2[CH:3]=[C:2]1[CH2:18][C:17]1[CH:38]=[CH:39][C:14]([C:12]#[N:13])=[CH:15][CH:16]=1 |f:1.2,3.4,^1:39|. Procedure: 10.4 g (77.3 mmol) of 2-coumaranone are dissolved in 200 ml xylene and after the addition of 32 g (77.3 mmol) of 4-cyanobenzyl-triphenylphosphonium chloride and 8.7 g (77.3 mmol) of potassium-tert.butoxide the mixture is refluxed for 3 hours under a nitrogen atmosphere. The solvent is distilled off, the residue is taken up in ethyl acetate, combined with silica gel and concentrated by evaporation. Then it is chromatographed on silica gel and eluted with petroleum ether/ethyl acetate (8:2). The d... Reactants: CCOC(=O)CC(=O)[O-], O=C(n1ccnc1)n1ccnc1, CCOC(C)=O, Cl, [Mg+], C1CCOC1, O, O=C(O)c1ccoc1. Yields the product CCOC(=O)CC(=O)c1ccoc1. RXN SMILES: [C:22]([CH2:23][C:24]([O-:25])=[O:26])(=[O:27])[O:28][CH2:29][CH3:30].[C:9]([n:10]1[cH:11][cH:12][n:13][cH:14]1)([n:15]1[cH:16][cH:17][n:18][cH:19]1)=[O:20].[CH3:38][CH2:39][O:40][C:41](=[O:42])[CH3:43].[ClH:31].[Mg+:21].[O:32]1[CH2:33][CH2:34][CH2:35][CH2:36]1.[OH2:37].[o:1]1[cH:2][c:3]([C:6](=[O:7])[OH:8])[cH:4][cH:5]1>>[o:1]1[cH:2][c:3]([C:6](=[O:8])[CH2:23][C:22](=[O:27])[O:28][CH2:29][CH3:30])[cH:4][cH:5]1. The reactants are CC(=O)[O-], CC(=O)OC(C)=O, O=Cc1ccccc1Cl, [Na+], O=C1CNC(=O)N1, O. The product is O=C1NC(=O)C(=Cc2ccccc2Cl)N1. RXN SMILES: [CH3:18][C:19](=[O:20])[O-:21].[CH3:23][C:24]([O:25][C:26](=[O:27])[CH3:28])=[O:29].[Cl:1][c:2]1[c:3]([CH:4]=[O:5])[cH:6][cH:7][cH:8][cH:9]1.[Na+:17].[O:10]=[C:11]1[CH2:12][NH:13][C:14](=[O:15])[NH:16]1.[OH2:22]>>[Cl:1][c:2]1[c:3]([CH:4]=[C:12]2[C:11](=[O:10])[NH:16][C:14](=[O:15])[NH:13]2)[cH:6][cH:7][cH:8][cH:9]1. The reactants are C(C)(C)(C)[C@H]1CC[C@H](CC1)NC1=NC=NC(=C1I)CC (4-(cis-4-tert-Butylcyclohexylamino)-6-ethyl-5-iodopyrimidine), C=C (ethylene), C(C)(=O)[O-].[K+] (potassium acetate). The reagents and catalysts are [Pd] (palladium black). The solvent is CO (methanol). Reaction conditions: time 24 hour. The product is C(C)(C)(C)[C@H]1CC[C@H](CC1)NC1=NC=NC(=C1C=C)CC (4-(cis-4-tert-Butylcyclohexylamino)-6-ethyl-5-vinylpyrimidine). As a reaction SMILES: [C:1]([C@@H:5]1[CH2:10][CH2:9][C@H:8]([NH:11][C:12]2[C:17](I)=[C:16]([CH2:19][CH3:20])[N:15]=[CH:14][N:13]=2)[CH2:7][CH2:6]1)([CH3:4])([CH3:3])[CH3:2].C=C.[C:23]([O-])(=O)[CH3:24].[K+]>CO.[Pd]>[C:1]([C@@H:5]1[CH2:10][CH2:9][C@H:8]([NH:11][C:12]2[C:17]([CH:23]=[CH2:24])=[C:16]([CH2:19][CH3:20])[N:15]=[CH:14][N:13]=2)[CH2:7][CH2:6]1)([CH3:4])([CH3:3])[CH3:2] |f:2.3|. Procedure details: 3.9 g (10 mmol) of 4-(cis-4-tert-butylcyclohexylamino)-6-ethyl-5-iodopyrimidine (Example 1) were treated with 10 bar of ethylene in an autoclave at 120° C. in the presence of 1.5 g (15 mmol) of potassium acetate and 50 mg of palladium black in 100 ml of methanol. After 24 hours, the catalyst was removed by filtration and the mixture was concentrated. Chromatography on silica gel gave 1.70 g (61.8% of theory) of colorless oil. Reported procedure: To a solution of 1-[4-fluoro-2-(trifluoromethyl)phenyl]-2,5-dimethyl-1H-pyrrole-3-carbaldehyde (1.5 g, 5.3 mmol) in acetone (150 mL) was added a 0.3 M solution of KMnO4 (150 mL). The reaction mixture was stirred 3 h at room temperature and then was charged with 10% H2O2 (5 mL). After 15 minutes the reaction mixture was filtered and the filtrate was concentrated in vacuo to remove acetone. The remaining aqueous suspension was acidified with acetic acid. The precipitates were recovered by filtrati... Reaction SMILES: [F:1][C:2]1[CH:7]=[CH:6][C:5]([N:8]2[C:12]([CH3:13])=[CH:11][C:10]([CH:14]=[O:15])=[C:9]2[CH3:16])=[C:4]([C:17]([F:20])([F:19])[F:18])[CH:3]=1.[O-:21][Mn](=O)(=O)=O.[K+].OO>CC(C)=O>[F:1][C:2]1[CH:7]=[CH:6][C:5]([N:8]2[C:12]([CH3:13])=[CH:11][C:10]([C:14]([OH:21])=[O:15])=[C:9]2[CH3:16])=[C:4]([C:17]([F:20])([F:18])[F:19])[CH:3]=1 |f:1.2|. Starting materials: FC1=CC(=C(C=C1)N1C(=C(C=C1C)C=O)C)C(F)(F)F (1-[4-fluoro-2-(trifluoromethyl)phenyl]-2,5-dimethyl-1H-pyrrole-3-carbaldehyde), solution, [O-][Mn](=O)(=O)=O.[K+] (KMnO4), OO (H2O2). The yield is 62.0%. The solvent is CC(=O)C (acetone). Yields the product FC1=CC(=C(C=C1)N1C(=C(C=C1C)C(=O)O)C)C(F)(F)F (1-(4-fluoro-2-(trifluoromethyl)phenyl]-2,5-dimethyl-1H-pyrrole-3-carboxylic acid). Run at time 3 hour. Starting materials: CN1C=CC2=CC(=CC=C12)NCC(=O)OC(C)(C)C (tert-butyl 2-(1-methyl-1H-indol-5-ylamino)acetate), C(C)(C)C=1C(=CC(=C(C(=O)O)C1)OCC1=CC=C(C=C1)OC)OCC1=CC=C(C=C1)OC (5-isopropyl-2,4-bis(4-methoxybenzyloxy)benzoic acid), C(C)N=C=NCCCN(C)C (1-Ethyl-3-(3-dimethylaminopropyl)-carbodiimide). Run in ClCCl (dichloromethane). Conditions: time 2 hour. Product: C(C)(C)C=1C(=CC(=C(C(=O)N(C=2C=C3C=CN(C3=CC2)C)CC(=O)OC(C)(C)C)C1)OCC1=CC=C(C=C1)OC)OCC1=CC=C(C=C1)OC (tert-butyl 2-(5-isopropyl-2,4-bis(4-methoxybenzyloxy)-N-(1-methyl-1H-indol-5-yl)benzamido)acetate). Reaction SMILES: [CH3:1][N:2]1[C:10]2[C:5](=[CH:6][C:7]([NH:11][CH2:12][C:13]([O:15][C:16]([CH3:19])([CH3:18])[CH3:17])=[O:14])=[CH:8][CH:9]=2)[CH:4]=[CH:3]1.[CH:20]([C:23]1[C:24]([O:42][CH2:43][C:44]2[CH:49]=[CH:48][C:47]([O:50][CH3:51])=[CH:46][CH:45]=2)=[CH:25][C:26]([O:32][CH2:33][C:34]2[CH:39]=[CH:38][C:37]([O:40][CH3:41])=[CH:36][CH:35]=2)=[C:27]([CH:31]=1)[C:28](O)=[O:29])([CH3:22])[CH3:21].C(N=C=NCCCN(C)C)C>ClCCl>[CH:20]([C:23]1[C:24]([O:42][CH2:43][C:44]2[CH:45]=[CH:46][C:47]([O:50][CH3:51])=[CH:48][CH:49]=2)=[CH:25][C:26]([O:32][CH2:33][C:34]2[CH:39]=[CH:38][C:37]([O:40][CH3:41])=[CH:36][CH:35]=2)=[C:27]([CH:31]=1)[C:28]([N:11]([CH2:12][C:13]([O:15][C:16]([CH3:19])([CH3:18])[CH3:17])=[O:14])[C:7]1[CH:6]=[C:5]2[C:10](=[CH:9][CH:8]=1)[N:2]([CH3:1])[CH:3]=[CH:4]2)=[O:29])([CH3:22])[CH3:21]. Reported procedure: tert-butyl 2-(1-methyl-1H-indol-5-ylamino)acetate (1) and 5-isopropyl-2,4-bis(4-methoxybenzyloxy)benzoic acid were dissolved in dichloromethane at room temperature. 1-Ethyl-3-(3-dimethylaminopropyl)-carbodiimide (EDC) was added to the reaction solution and stirred for 2 hours. Work-up with water and extracted with dichloromethane followed by drying and concentration produced tert-butyl 2-(5-isopropyl-2,4-bis(4-methoxybenzyloxy)-N-(1-methyl-1H-indol-5-yl)benzamido)acetate (2). Without further pur... Starting materials: CI, CSCc1cc(=O)c2ccccc2o1, ClCCl. Yields the product O=c1cc(CI)oc2ccccc12. RXN SMILES: [CH3:15][I:16].[CH3:1][S:2][CH2:3][c:4]1[o:5][c:6]2[cH:7][cH:8][cH:9][cH:10][c:11]2[c:12](=[O:14])[cH:13]1.[Cl:17][CH2:18][Cl:19]>>[CH2:3]([c:4]1[o:5][c:6]2[cH:7][cH:8][cH:9][cH:10][c:11]2[c:12](=[O:14])[cH:13]1)[I:16]. The reactants are CCOC(C)=O, CC#N, ClCc1csc(-c2ccccc2)n1, N#C[K]. Product: N#CCc1csc(-c2ccccc2)n1. As a reaction SMILES: [CH3:17][CH2:18][O:19][C:20](=[O:21])[CH3:22].[CH3:23][C:24]#[N:25].[Cl:1][CH2:2][c:3]1[n:4][c:5](-[c:8]2[cH:9][cH:10][cH:11][cH:12][cH:13]2)[s:6][cH:7]1.[K:14][C:15]#[N:16]>>[CH2:2]([c:3]1[n:4][c:5](-[c:8]2[cH:9][cH:10][cH:11][cH:12][cH:13]2)[s:6][cH:7]1)[C:15]#[N:16]. Solvent: C1(=CC(=CC(=C1)C)C)C (mesitylene). RXN SMILES: [C:1](O)(=O)[C:2]#C.[N:6]([C@H:9]([CH3:26])[C@:10]([C:18]1[CH:23]=[CH:22][C:21]([F:24])=[CH:20][C:19]=1[F:25])([OH:17])[CH2:11][N:12]1[CH:16]=[N:15][CH:14]=[N:13]1)=[N+:7]=[N-:8]>C1(C)C=C(C)C=C(C)C=1>[F:25][C:19]1[CH:20]=[C:21]([F:24])[CH:22]=[CH:23][C:18]=1[C@:10]([OH:17])([C@H:9]([N:6]1[CH:2]=[CH:1][N:8]=[N:7]1)[CH3:26])[CH2:11][N:12]1[CH:16]=[N:15][CH:14]=[N:13]1. Procedure details: A mixture of propiolic acid (0.84 ml), mesitylene (20 ml) and (2R,3R)-3-azido-2-(2,4-difluorophenyl)-1-(1H-1,2,4-triazol-1-yl)-2-butanol (1 g) was heated for 3 hours at 120° C. After cooling, the mixture was concentrated under reduced pressure. The residue was purified by silica gel chromatography (silica gel 30 g, eluent: ethyl acetate/methanol=10:1) to give the Compound 6 (0.11 g) as a colorless powder. Reactants: C(C#C)(=O)O (propiolic acid), N(=[N+]=[N-])[C@@H]([C@@](CN1N=CN=C1)(O)C1=C(C=C(C=C1)F)F)C ((2R,3R)-3-azido-2-(2,4-difluorophenyl)-1-(1H-1,2,4-triazol-1-yl)-2-butanol). Run at temperature 120 celsius. The product is FC1=C(C=CC(=C1)F)[C@@](CN1N=CN=C1)([C@@H](C)N1N=NC=C1)O ((2R,3R)-2-(2,4-Difluorophenyl)-1-(1H-1,2,4-triazol-1-yl)-3-(1H-1,2,3-triazol-1-yl)-2-butanol).